This data is from the Open Reaction Database (ORD), a public repository of structured organic reaction records. The task is: describe an organic reaction: reactants, conditions, products, and yield Solvent: CN(C)C=O (DMF), CN(C)C=O (DMF). Reported procedure: A solution of ethyl 3-[1-(hydroxymethyl)cyclobutylamino]-2-(2,3,4,5-tetrafluorobenzoyl)acrylate (1.52 g, 4.05 mmol) in DMF (10 mL) was added to an ice-cooled suspension of 60% NaH in oil (356 mg, 8.91 mmol) in DMF (10 mL), under argon atmosphere. The reaction mixture was stirred for 4 hours and poured into ice-water. The product was extracted with AcOEt, dried over MgSO4 and the crude product was purified by column chromatography (Hexane: EtOAc 2:1→AcOEt) to yield the title compound (604 mg, 44%... Run at time 4 hour. Yields the product FC=1C(=C2C=3N(C4(CO2)CCC4)C=C(C(C3C1)=O)C(=O)OCC)F (Ethyl 9′,10′-difluoro-7′-oxospiro[cyclobutane-1,3′(2′H)-[7H]pyrido[1,2,3-de][1,4]benzoxazine]-6′-carboxylate). The reactants are [H-].[Na+] (NaH), oil, ice water, OCC1(CCC1)NC=C(C(=O)OCC)C(C1=C(C(=C(C(=C1)F)F)F)F)=O (ethyl 3-[1-(hydroxymethyl)cyclobutylamino]-2-(2,3,4,5-tetrafluorobenzoyl)acrylate), ice. Yield: 44.5%. RXN SMILES: [OH:1][CH2:2][C:3]1([NH:7][CH:8]=[C:9]([C:15](=[O:26])[C:16]2[CH:21]=[C:20]([F:22])[C:19]([F:23])=[C:18](F)[C:17]=2F)[C:10]([O:12][CH2:13][CH3:14])=[O:11])[CH2:6][CH2:5][CH2:4]1.[H-].[Na+]>CN(C=O)C>[F:22][C:20]1[C:19]([F:23])=[C:18]2[O:1][CH2:2][C:3]3([CH2:6][CH2:5][CH2:4]3)[N:7]3[CH:8]=[C:9]([C:10]([O:12][CH2:13][CH3:14])=[O:11])[C:15](=[O:26])[C:16]([CH:21]=1)=[C:17]23 |f:1.2|. Starting materials: C[Mg]Br (methyl magnesium bromide), solution, Cl (HCl), C1(=CC=CC2=CC=CC=C12)C(=O)N1CC(C(C1)C1=CSC=C1)C=O (1-(1-Naphthoyl)-3-(SR)-formyl-4-(RS)-thiophen-3-ylpyrrolidine), FC1=CC=C(C=C1)C1CCNCC1 (4-(4-fluorophenyl)-piperidine). Run in CCOCC (ether), C1=CC=CC=C1 (benzene), C1CCOC1 (THF), O (water). Run at temperature -78 celsius, time 2 hour. Product: C1(=CC=CC2=CC=CC=C12)C(=O)N1CC(C(C1)C1=CSC=C1)CCN1CCC(CC1)C1=CC=C(C=C1)F (1-(1-Naphthoyl)-3-(RS)-(4-(4-fluorophenyl)-piperidinyl-1-ethyl)-4-(RS)-(3-thienyl)pyrrolidine). As a reaction SMILES: [C:1]1([C:11]([N:13]2[CH2:17][CH:16]([C:18]3[CH:22]=[CH:21][S:20][CH:19]=3)[CH:15]([CH:23]=O)[CH2:14]2)=[O:12])[C:10]2[C:5](=[CH:6][CH:7]=[CH:8][CH:9]=2)[CH:4]=[CH:3][CH:2]=1.[F:25][C:26]1[CH:31]=[CH:30][C:29]([CH:32]2[CH2:37][CH2:36][NH:35][CH2:34][CH2:33]2)=[CH:28][CH:27]=1.Cl.[CH3:39][Mg]Br>C1C=CC=CC=1.C1COCC1.CCOCC.O>[C:1]1([C:11]([N:13]2[CH2:17][CH:16]([C:18]3[CH:22]=[CH:21][S:20][CH:19]=3)[CH:15]([CH2:23][CH2:39][N:35]3[CH2:34][CH2:33][CH:32]([C:29]4[CH:30]=[CH:31][C:26]([F:25])=[CH:27][CH:28]=4)[CH2:37][CH2:36]3)[CH2:14]2)=[O:12])[C:10]2[C:5](=[CH:6][CH:7]=[CH:8][CH:9]=2)[CH:4]=[CH:3][CH:2]=1. Procedure: A solution of 0.16 g (0.47 mmol) of 1-(1-naphthoyl)-3-(SR)-formyl-4-(RS)-(3-thienyl)pyrrolidine (Example 88), and 0.085 g (0.47 mmol) of 4-(4-fluorophenyl)-piperidine in 10 mL of benzene was heated to reflux in a flask fitted with a Dean-Stark trap to azeotrope off the water. After 2 h, the benzene was removed by freeze-drying to give a white powder. The residue was redissolved in 6 mL of THF and the solution was cooled to −78° C. To this solution was added 0.56 mL (0.56 mmol) of a 1N solution o... Product: C(C)OC(CCN(C)CC1COC2=C(O1)C=CC(=C2)Cl)=O (3-[N-(6-chlorobenzo-1,4-dioxan-2-ylmethyl)-N-methylamino]-propionic acid ethyl ester). Conditions: time 60 hour. Reported procedure: 3.3 ml (0.03 mol) of ethyl acrylate are added to 5.0 g (0.023 mol) of 6-chloro-2-methylaminomethylbenzo-1,4-dioxane and the reaction mixture is allowed to stand for 60 hours at room temperature, yielding crude 3-[N-(6-chlorobenzo-1,4-dioxan-2-ylmethyl)-N-methylamino]-propionic acid ethyl ester which can be used without further purification. As a reaction SMILES: [C:1]([O:5][CH2:6][CH3:7])(=[O:4])[CH:2]=[CH2:3].[Cl:8][C:9]1[CH:21]=[CH:20][C:12]2[O:13][CH:14]([CH2:17][NH:18][CH3:19])[CH2:15][O:16][C:11]=2[CH:10]=1>>[CH2:6]([O:5][C:1](=[O:4])[CH2:2][CH2:3][N:18]([CH2:17][CH:14]1[O:13][C:12]2[CH:20]=[CH:21][C:9]([Cl:8])=[CH:10][C:11]=2[O:16][CH2:15]1)[CH3:19])[CH3:7]. Starting materials: C(C=C)(=O)OCC (ethyl acrylate), ClC1=CC2=C(OC(CO2)CNC)C=C1 (6-chloro-2-methylaminomethylbenzo-1,4-dioxane).